The task is: describe an organic reaction: reactants, conditions, products, and yield. This data is from the Open Reaction Database (ORD), a public repository of structured organic reaction records. Starting materials: CC(C)(C)OC(=O)N(N(C(=O)OC(C)(C)C)C1=NC(=NC(=C1F)NCC1=CSC=C1)Cl)C(=O)OC(C)(C)C (Tris(1,1-dimethylethyl)2-{2-chloro-5-fluoro-6-[(3-thienylmethyl)amino]-4-pyrimidinyl}-1,1,2-hydrazinetricarboxylate). The solvent is CO (MeOH), Cl (HCl). Reaction conditions: time 8 hour. The product is ClC=1NC(=C(C(N1)=NN)F)NCC1=CSC=C1 (2-chloro-5-fluoro-6-[(3-thienylmethyl)amino]-4(1H)-pyrimidinone hydrazone). As a reaction SMILES: CC(OC([N:8](C(OC(C)(C)C)=O)[N:9]([C:17]1[C:22]([F:23])=[C:21]([NH:24][CH2:25][C:26]2[CH:30]=[CH:29][S:28][CH:27]=2)[N:20]=[C:19]([Cl:31])[N:18]=1)C(OC(C)(C)C)=O)=O)(C)C>CO.Cl>[Cl:31][C:19]1[NH:20][C:21]([NH:24][CH2:25][C:26]2[CH:30]=[CH:29][S:28][CH:27]=2)=[C:22]([F:23])[C:17](=[N:9][NH2:8])[N:18]=1. Reported procedure: Tris(1,1-dimethylethyl)2-{2-chloro-5-fluoro-6-[(3-thienylmethyl)amino]-4-pyrimidinyl}-1,1,2-hydrazinetricarboxylate (1.6214 g, 2.83 mmol) was dissolved in MeOH (28 mL) and HCl (4M in 1,4-dioxane) (28 mL). The reaction mixture was left to stir overnight and then evaporated to provide 2-chloro-5-fluoro-6-[(3-thienylmethyl)amino]-4(1H)-pyrimidinone hydrazone, presumed dihydrochloride, as a wine colored solid (1.0828 g). LCMS: (M+H−2HCl)+=273.9.